Dataset: the Open Reaction Database (ORD), a public repository of structured organic reaction records. Task: describe an organic reaction: reactants, conditions, products, and yield Starting materials: CC#N, Fc1ccc(CBr)cc1F, O=C(OC1CN2CCC1CC2)C1(c2ccccc2)CCCCCC1. Yields the product [Br-], O=C(OC1C[N+]2(Cc3ccc(F)c(F)c3)CCC1CC2)C1(c2ccccc2)CCCCCC1. RXN SMILES: [CH3:35][C:36]#[N:37].[F:25][c:26]1[cH:27][c:28]([CH2:29][Br:30])[cH:31][cH:32][c:33]1[F:34].[c:1]1([C:7]2([C:14](=[O:15])[O:16][CH:17]3[CH2:18][N:19]4[CH2:20][CH2:21][CH:22]3[CH2:23][CH2:24]4)[CH2:8][CH2:9][CH2:10][CH2:11][CH2:12][CH2:13]2)[cH:2][cH:3][cH:4][cH:5][cH:6]1>>[Br-:30].[c:1]1([C:7]2([C:14](=[O:15])[O:16][CH:17]3[CH2:18][N+:19]4([CH2:29][c:28]5[cH:27][c:26]([F:25])[c:33]([F:34])[cH:32][cH:31]5)[CH2:20][CH2:21][CH:22]3[CH2:23][CH2:24]4)[CH2:8][CH2:9][CH2:10][CH2:11][CH2:12][CH2:13]2)[cH:2][cH:3][cH:4][cH:5][cH:6]1. The reactants are [Al+3], ClCCl, CC(=O)Cl, CC1(C)CCC(C)(C)c2ccccc21, [Cl-], [Cl-], [Cl-]. Yields the product CC(=O)c1ccc2c(c1)C(C)(C)CCC2(C)C. Reaction SMILES: [Al+3:2].[CH2:23]([Cl:24])[Cl:25].[CH3:19][C:20]([Cl:21])=[O:22].[CH3:5][C:6]1([CH3:18])[CH2:7][CH2:8][C:9]([CH3:16])([CH3:17])[c:10]2[cH:11][cH:12][cH:13][cH:14][c:15]21.[Cl-:1].[Cl-:3].[Cl-:4]>>[CH3:5][C:6]1([CH3:18])[CH2:7][CH2:8][C:9]([CH3:16])([CH3:17])[c:10]2[cH:11][c:12]([C:20]([CH3:19])=[O:22])[cH:13][cH:14][c:15]21. Reactants: C=C(C(=O)OC)N(C(=O)OC(C)(C)C)C(=O)OC(C)(C)C, CO, c1n[nH]c2c1CNCC2. The product is COC(=O)C(CN1CCc2[nH]ncc2C1)N(C(=O)OC(C)(C)C)C(=O)OC(C)(C)C. As a reaction SMILES: [CH3:10][O:11][C:12]([C:13](=[CH2:14])[N:15]([C:16](=[O:17])[O:18][C:19]([CH3:20])([CH3:21])[CH3:22])[C:23](=[O:24])[O:25][C:26]([CH3:27])([CH3:28])[CH3:29])=[O:30].[CH3:31][OH:32].[nH:1]1[n:2][cH:3][c:4]2[c:9]1[CH2:8][CH2:7][NH:6][CH2:5]2>>[nH:1]1[n:2][cH:3][c:4]2[c:9]1[CH2:8][CH2:7][N:6]([CH2:14][CH:13]([C:12]([O:11][CH3:10])=[O:30])[N:15]([C:16](=[O:17])[O:18][C:19]([CH3:20])([CH3:21])[CH3:22])[C:23](=[O:24])[O:25][C:26]([CH3:27])([CH3:28])[CH3:29])[CH2:5]2. Reactants: ClC=1N=C(N(C1CO[Si](C)(C)C(C)(C)C)COCC[Si](C)(C)C)S(=O)(=O)NC (4-chloro-5-({[(1,1-dimethylethyl)(dimethyl)silyl]oxy}methyl)-N-methyl-1-({[2-(trimethylsilyl)ethyl]oxy}methyl)-1H-imidazole-2-sulfonamide), solution, C(=O)(O)[O-].[Na+] (NaHCO3), CCCC[N+](CCCC)(CCCC)CCCC.[F-] (TBAF), CC(=O)O (HOAc). Run in C1CCOC1 (THF). Conditions: time 2 hour. The product is ClC=1N=C(N(C1CO)COCC[Si](C)(C)C)S(=O)(=O)NC (4-chloro-5-(hydroxymethyl)-N-methyl-1-({[2-(trimethylsilyl)ethyl]oxy}methyl)-1H-imidazole-2-sulfonamide). RXN SMILES: CCCC[N+](CCCC)(CCCC)CCCC.[F-].CC(O)=O.[Cl:23][C:24]1[N:25]=[C:26]([S:46]([NH:49][CH3:50])(=[O:48])=[O:47])[N:27]([CH2:38][O:39][CH2:40][CH2:41][Si:42]([CH3:45])([CH3:44])[CH3:43])[C:28]=1[CH2:29][O:30][Si](C(C)(C)C)(C)C.C([O-])(O)=O.[Na+]>C1COCC1>[Cl:23][C:24]1[N:25]=[C:26]([S:46]([NH:49][CH3:50])(=[O:48])=[O:47])[N:27]([CH2:38][O:39][CH2:40][CH2:41][Si:42]([CH3:45])([CH3:43])[CH3:44])[C:28]=1[CH2:29][OH:30] |f:0.1,4.5|. Reported procedure: A 1M solution of TBAF (1.2 mL, 1.2 mmol) was neutralized with a drop of HOAc and added to a solution of 4-chloro-5-({[(1,1-dimethylethyl)(dimethyl)silyl]oxy}methyl)-N-methyl-1-({[2-(trimethylsilyl)ethyl]oxy}methyl)-1H-imidazole-2-sulfonamide in THF (3 mL). The reaction mixture was stirred for 2 h at RT. Sat'd NaHCO3 was added and the aqueous phase was extracted with CH2Cl2. The combined organic phase was dried (Na2SO4), filtered, and evaporated to give 4-chloro-5-(hydroxymethyl)-N-methyl-1-({[2-... Reactants: COC(=O)c1cc(Cl)cc2c1NC(c1cccc(Br)c1)C(C)(C)C2, CC(C)c1ccc(B(O)O)cc1, [Na+], [Na+], O=C([O-])[O-], C1COCCO1, O, c1ccc(P(c2ccccc2)(c2ccccc2)[Pd](P(c2ccccc2)(c2ccccc2)c2ccccc2)(P(c2ccccc2)(c2ccccc2)c2ccccc2)P(c2ccccc2)(c2ccccc2)c2ccccc2)cc1. Product: COC(=O)c1cc(Cl)cc2c1NC(c1cccc(-c3ccc(C(C)C)cc3)c1)C(C)(C)C2. As a reaction SMILES: [CH3:1][O:2][C:3](=[O:4])[c:5]1[cH:6][c:7]([Cl:24])[cH:8][c:9]2[c:14]1[NH:13][CH:12]([c:15]1[cH:16][c:17]([Br:21])[cH:18][cH:19][cH:20]1)[C:11]([CH3:22])([CH3:23])[CH2:10]2.[CH:25]([CH3:26])([CH3:27])[c:28]1[cH:29][cH:30][c:31]([B:34]([OH:35])[OH:36])[cH:32][cH:33]1.[Na+:37].[Na+:38].[O-:39][C:40](=[O:41])[O-:42].[O:43]1[CH2:44][CH2:45][O:46][CH2:47][CH2:48]1.[OH2:49].[cH:50]1[cH:51][cH:52][c:53]([P:54]([Pd:55]([P:56]([c:57]2[cH:58][cH:59][cH:60][cH:61][cH:62]2)([c:63]2[cH:64][cH:65][cH:66][cH:67][cH:68]2)[c:69]2[cH:70][cH:71][cH:72][cH:73][cH:74]2)([P:75]([c:76]2[cH:77][cH:78][cH:79][cH:80][cH:81]2)([c:82]2[cH:83][cH:84][cH:85][cH:86][cH:87]2)[c:88]2[cH:89][cH:90][cH:91][cH:92][cH:93]2)[P:94]([c:95]2[cH:96][cH:97][cH:98][cH:99][cH:100]2)([c:101]2[cH:102][cH:103][cH:104][cH:105][cH:106]2)[c:107]2[cH:108][cH:109][cH:110][cH:111][cH:112]2)([c:113]2[cH:114][cH:115][cH:116][cH:117][cH:118]2)[c:119]2[cH:120][cH:121][cH:122][cH:123][cH:124]2)[cH:125][cH:126]1>>[CH3:1][O:2][C:3](=[O:4])[c:5]1[cH:6][c:7]([Cl:24])[cH:8][c:9]2[c:14]1[NH:13][CH:12]([c:15]1[cH:16][c:17](-[c:31]3[cH:30][cH:29][c:28]([CH:25]([CH3:26])[CH3:27])[cH:33][cH:32]3)[cH:18][cH:19][cH:20]1)[C:11]([CH3:22])([CH3:23])[CH2:10]2.